describe an organic reaction: reactants, conditions, products, and yield From a dataset of the Open Reaction Database (ORD), a public repository of structured organic reaction records. Reactants: COc1ccc(CNc2cc(CBr)cc(F)n2)cc1, O=C([O-])[O-], CC(=O)N(c1cc(C)cc(C#N)c1)c1[nH]c(=O)[nH]c(=O)c1C(C)C, CN(C)C=O, [Cl-], [K+], [K+], [Li+]. The product is COc1ccc(CNc2cc(Cn3c(N(C(C)=O)c4cc(C)cc(C#N)c4)c(C(C)C)c(=O)[nH]c3=O)cc(F)n2)cc1. RXN SMILES: [Br:33][CH2:34][c:35]1[cH:36][c:37]([NH:42][CH2:43][c:44]2[cH:45][cH:46][c:47]([O:50][CH3:51])[cH:48][cH:49]2)[n:38][c:39]([F:41])[cH:40]1.[C:1](=[O:2])([O-:3])[O-:4].[C:9](#[N:10])[c:11]1[cH:12][c:13]([N:18]([C:19]([CH3:20])=[O:21])[c:22]2[nH:23][c:24](=[O:32])[nH:25][c:26](=[O:31])[c:27]2[CH:28]([CH3:29])[CH3:30])[cH:14][c:15]([CH3:17])[cH:16]1.[CH3:52][N:53]([CH3:54])[CH:55]=[O:56].[Cl-:8].[K+:5].[K+:6].[Li+:7]>>[C:9](#[N:10])[c:11]1[cH:12][c:13]([N:18]([C:19]([CH3:20])=[O:21])[c:22]2[n:23]([CH2:34][c:35]3[cH:36][c:37]([NH:42][CH2:43][c:44]4[cH:45][cH:46][c:47]([O:50][CH3:51])[cH:48][cH:49]4)[n:38][c:39]([F:41])[cH:40]3)[c:24](=[O:32])[nH:25][c:26](=[O:31])[c:27]2[CH:28]([CH3:29])[CH3:30])[cH:14][c:15]([CH3:17])[cH:16]1.